This data is from the Open Reaction Database (ORD), a public repository of structured organic reaction records. The task is: describe an organic reaction: reactants, conditions, products, and yield Reactants: CC(=O)c1ccc(C#N)cc1, N#Cc1cccc(C=O)c1. Yields the product N#Cc1ccc(C(=O)C=Cc2cccc(C#N)c2)cc1. As a reaction SMILES: [C:11]([CH3:12])(=[O:13])[c:14]1[cH:15][cH:16][c:17]([C:18]#[N:19])[cH:20][cH:21]1.[C:1](#[N:2])[c:3]1[cH:4][c:5]([CH:6]=[O:7])[cH:8][cH:9][cH:10]1>>[C:1](#[N:2])[c:3]1[cH:4][c:5]([CH:6]=[CH:12][C:11](=[O:13])[c:14]2[cH:15][cH:16][c:17]([C:18]#[N:19])[cH:20][cH:21]2)[cH:8][cH:9][cH:10]1. Reactants: CC=1OC2=CC3=C(CCNCC3)C=C2N1 (2-methyl-6,7,8,9-tetrahydro-5H-[1,3]oxazolo[4,5-h][3]benzazepine), ClCCCSC=1N(C(=NN1)C1=C2C=CC(=NC2=CC=C1)C)C (5-{5-[(3-chloropropyl)thio]-4-methyl-4H-1,2,4-triazol-3-yl}-2-methylquinoline). Yields the product Cl.CC=1OC2=CC3=C(CCN(CC3)CCCSC3=NN=C(N3C)C3=C4C=CC(=NC4=CC=C3)C)C=C2N1 (2-Methyl-7-(3-{[4-methyl-5-(2-methyl-5-quinolinyl)-4H-1,2,4-triazol-3-yl]thio}propyl)-6,7,8,9-tetrahydro-5H-[1,3]oxazolo[4,5-h][3]benzazepine hydrochloride), solid. As a reaction SMILES: [CH3:1][C:2]1[O:3][C:4]2[C:14]([N:15]=1)=[CH:13][C:7]1[CH2:8][CH2:9][NH:10][CH2:11][CH2:12][C:6]=1[CH:5]=2.[Cl:16][CH2:17][CH2:18][CH2:19][S:20][C:21]1[N:22]([CH3:37])[C:23]([C:26]2[CH:35]=[CH:34][CH:33]=[C:32]3[C:27]=2[CH:28]=[CH:29][C:30]([CH3:36])=[N:31]3)=[N:24][N:25]=1>>[ClH:16].[CH3:1][C:2]1[O:3][C:4]2[C:14]([N:15]=1)=[CH:13][C:7]1[CH2:8][CH2:9][N:10]([CH2:17][CH2:18][CH2:19][S:20][C:21]3[N:22]([CH3:37])[C:23]([C:26]4[CH:35]=[CH:34][CH:33]=[C:32]5[C:27]=4[CH:28]=[CH:29][C:30]([CH3:36])=[N:31]5)=[N:24][N:25]=3)[CH2:11][CH2:12][C:6]=1[CH:5]=2 |f:2.3|. Procedure: The title compound was prepared in analogy to General Procedure 1 from 2-methyl-6,7,8,9-tetrahydro-5H-[1,3]oxazolo[4,5-h][3]benzazepine (0.82 mmol) and 5-{5-[(3-chloropropyl)thio]-4-methyl-4H-1,2,4-triazol-3-yl}-2-methylquinoline and was obtained as a faint yellow slightly hygroscopic solid (0.46 mmol). Reactants: [Si](C)(C)(C(C)(C)C)OCC[C@@H](C1=C(C=CC=C1)F)NC=1OC(C(S(N1)(=O)=O)C1=CC=C(C=C1)B1OC(C(O1)(C)C)(C)C)(C)C ([(S)-3-(tert-butyldimethylsilanyloxy)-1-(2-fluorophenyl)propyl]-{6,6-dimethyl-4,4-dioxo-5-[4-(4,4,5,5-tetramethyl-[1,3,2]dioxaborolan-2-yl)phenyl]-5,6-dihydro-4H-4lambda*6*-[1,4,3]oxathiazin-2-yl}amine), C(C)(C)(C)N1CCC(=CC1)OS(=O)(=O)C(F)(F)F (trifluoromethanesulfonic acid 1-tert-butyl-1,2,3,6-tetrahydropyridin-4-yl ester), C([O-])([O-])=O.[Cs+].[Cs+] (cesium carbonate). Reagents/catalysts: C=1C=CC(=CC1)/C=C/C(=O)/C=C/C2=CC=CC=C2.C=1C=CC(=CC1)/C=C/C(=O)/C=C/C2=CC=CC=C2.[Pd] (Pd(dba)2), CC(C)(C)P([C]1[CH][CH][CH][CH]1)C(C)(C)C.C1=CC=C(C=C1)[C]2[C]([C]([C]([C]2C3=CC=CC=C3)C4=CC=CC=C4)C5=CC=CC=C5)C6=CC=CC=C6.[Fe] (CTC-Q-Phos). Solvent: O1CCOCC1.O (dioxane water). Reaction conditions: temperature 62 celsius, time 40 minute. Yields the product [Si](C)(C)(C(C)(C)C)OCC[C@@H](C1=C(C=CC=C1)F)NC=1OC(C(S(N1)(=O)=O)C1=CC=C(C=C1)C=1CCN(CC1)C(C)(C)C)(C)C ([(S)-3-(tert-Butyldimethylsilanyloxy)-1-(2-fluorophenyl)propyl]-{5-[4-(1-tert-butyl-1,2,3,6-tetrahydropyridin-4-yl)phenyl]-6,6-dimethyl-4,4-dioxo-5,6-dihydro-4H-4lambda*6*-[1,4,3]oxathiazin-2-yl}amine). The yield is 67.8%. Reaction SMILES: [Si:1]([O:8][CH2:9][CH2:10][C@H:11]([NH:19][C:20]1[O:21][C:22]([CH3:44])([CH3:43])[CH:23]([C:28]2[CH:33]=[CH:32][C:31](B3OC(C)(C)C(C)(C)O3)=[CH:30][CH:29]=2)[S:24](=[O:27])(=[O:26])[N:25]=1)[C:12]1[CH:17]=[CH:16][CH:15]=[CH:14][C:13]=1[F:18])([C:4]([CH3:7])([CH3:6])[CH3:5])([CH3:3])[CH3:2].[C:45]([N:49]1[CH2:54][CH:53]=[C:52](OS(C(F)(F)F)(=O)=O)[CH2:51][CH2:50]1)([CH3:48])([CH3:47])[CH3:46].C(=O)([O-])[O-].[Cs+].[Cs+]>C1C=CC(/C=C/C(/C=C/C2C=CC=CC=2)=O)=CC=1.C1C=CC(/C=C/C(/C=C/C2C=CC=CC=2)=O)=CC=1.[Pd].CC(P(C(C)(C)C)[C]1[CH][CH][CH][CH]1)(C)C.C1C=CC([C]2[C](C3C=CC=CC=3)[C](C3C=CC=CC=3)[C](C3C=CC=CC=3)[C]2C2C=CC=CC=2)=CC=1.[Fe].O1CCOCC1.O>[Si:1]([O:8][CH2:9][CH2:10][C@H:11]([NH:19][C:20]1[O:21][C:22]([CH3:44])([CH3:43])[CH:23]([C:28]2[CH:29]=[CH:30][C:31]([C:52]3[CH2:51][CH2:50][N:49]([C:45]([CH3:46])([CH3:47])[CH3:48])[CH2:54][CH:53]=3)=[CH:32][CH:33]=2)[S:24](=[O:27])(=[O:26])[N:25]=1)[C:12]1[CH:17]=[CH:16][CH:15]=[CH:14][C:13]=1[F:18])([C:4]([CH3:7])([CH3:5])[CH3:6])([CH3:3])[CH3:2] |f:2.3.4,5.6.7,8.9.10,11.12,^1:112,113,114,115,116,123,124,131,138,145|. Reported procedure: To a solution of [(S)-3-(tert-butyldimethylsilanyloxy)-1-(2-fluorophenyl)propyl]-{6,6-dimethyl-4,4-dioxo-5-[4-(4,4,5,5-tetramethyl-[1,3,2]dioxaborolan-2-yl)phenyl]-5,6-dihydro-4H-4lambda*6*-[1,4,3]oxathiazin-2-yl}amine (300 mg), trifluoromethanesulfonic acid 1-tert-butyl-1,2,3,6-tetrahydropyridin-4-yl ester (208 mg) and cesium carbonate (519 mg) in 3:1 dioxane/water (4 ml) were added Pd(dba)2 (31 mg) and CTC-Q-Phos (75 mg), and the mixture was stirred at 62° C. for 40 min. After dilution with et... The reactants are C1(=C(C(=CC(=C1)C)C)CC1=NC2=C(N1C)C(=CC=C2)C(=O)OC)C (methyl 2-(mesitylmethyl)-1-methyl-1H-benzimidazole-7-carboxylate), C(C)[Li] (ethyllithium), C1=CC=CC=C1.C1CCCCC1 (benzene cyclohexane), [Cl-].[NH4+] (ammonium chloride). Run in O1CCCC1 (tetrahydrofuran). Product: C1(=C(C(=CC(=C1)C)C)CC1=NC2=C(N1C)C(=CC=C2)C(CC)(CC)O)C (3-[2-(Mesitylmethyl)-1-methyl-1H-benzimidazol-7-yl]pentan-3-ol). Yield: 42.0%. RXN SMILES: [C:1]1([CH3:24])[CH:6]=[C:5]([CH3:7])[CH:4]=[C:3]([CH3:8])[C:2]=1[CH2:9][C:10]1[N:14]([CH3:15])[C:13]2[C:16]([C:20](OC)=[O:21])=[CH:17][CH:18]=[CH:19][C:12]=2[N:11]=1.[CH2:25]([Li])[CH3:26].[CH:28]1C=CC=C[CH:29]=1.C1CCCCC1.[Cl-].[NH4+]>O1CCCC1>[C:1]1([CH3:24])[CH:6]=[C:5]([CH3:7])[CH:4]=[C:3]([CH3:8])[C:2]=1[CH2:9][C:10]1[N:14]([CH3:15])[C:13]2[C:16]([C:20]([OH:21])([CH2:25][CH3:26])[CH2:28][CH3:29])=[CH:17][CH:18]=[CH:19][C:12]=2[N:11]=1 |f:2.3,4.5|. Procedure details: To a solution of methyl 2-(mesitylmethyl)-1-methyl-1H-benzimidazole-7-carboxylate (1.30 g, 4.0 mmol) in tetrahydrofuran (80 mL) was added a solution of ethyllithium in benzene/cyclohexane (90/10) (0.5 M, 32 mL, 16.1 mmol) dropwise at −78° C. The solution was warmed to room temperature over 1 hr followed by addition of saturated aqueous ammonium chloride solution (20 mL). The mixture was extracted with ethyl acetate (100 mL, three times) and the combined organic layers were washed with brine (100... Reactants: CCN1CCC(c2cccc(OS(C)(=O)=O)c2F)CC1, CC(Cl)OC(=O)Cl, ClCCCl. Product: CS(=O)(=O)Oc1cccc(C2CCNCC2)c1F. RXN SMILES: [CH3:1][S:2](=[O:3])(=[O:4])[O:5][c:6]1[c:7]([F:20])[c:8]([CH:12]2[CH2:13][CH2:14][N:15]([CH2:18][CH3:19])[CH2:16][CH2:17]2)[cH:9][cH:10][cH:11]1.[Cl:21][CH:22]([O:23][C:24]([Cl:25])=[O:26])[CH3:27].[Cl:28][CH2:29][CH2:30][Cl:31]>>[CH3:1][S:2](=[O:3])(=[O:4])[O:5][c:6]1[c:7]([F:20])[c:8]([CH:12]2[CH2:13][CH2:14][NH:15][CH2:16][CH2:17]2)[cH:9][cH:10][cH:11]1. Starting materials: C1(CC1)CON=C(C1=C(C=CC=C1C(F)(F)F)F)N (N'-cyclopropylmethyloxy-2-fluoro-6-trifluoromethylbenzamidine), COC1=CC=C(C=C1)CC(=O)Cl (4-methoxyphenylacetylchloride), C(C)(=O)OCC (ethyl acetate). Solvent: C1=CC=CC=C1 (benzene). Yields the product C1(CC1)CON=C(C1=C(C=CC=C1C(F)(F)F)F)NC(CC1=CC=C(C=C1)OC)=O (N'-cyclopropylmethyloxy-N-(4-methoxyphenyl)acetyl-2-fluoro-6-trifluoromethylbenzamidine). Reaction SMILES: [CH:1]1([CH2:4][O:5][N:6]=[C:7]([NH2:19])[C:8]2[C:13]([C:14]([F:17])([F:16])[F:15])=[CH:12][CH:11]=[CH:10][C:9]=2[F:18])[CH2:3][CH2:2]1.[CH3:20][O:21][C:22]1[CH:27]=[CH:26][C:25]([CH2:28][C:29](Cl)=[O:30])=[CH:24][CH:23]=1.C(OCC)(=O)C>C1C=CC=CC=1>[CH:1]1([CH2:4][O:5][N:6]=[C:7]([NH:19][C:29](=[O:30])[CH2:28][C:25]2[CH:26]=[CH:27][C:22]([O:21][CH3:20])=[CH:23][CH:24]=2)[C:8]2[C:13]([C:14]([F:16])([F:17])[F:15])=[CH:12][CH:11]=[CH:10][C:9]=2[F:18])[CH2:3][CH2:2]1. Procedure details: In 200 ml of benzene was dissolved 20.0 g of N'-cyclopropylmethyloxy-2-fluoro-6-trifluoromethylbenzamidine, and to the solution was added 16. 0 g of 4-methoxyphenylacetylchloride. The solution was heated under refluxing for 10 hours. After cooling, ethyl acetate was added to the solution, followed by washing with water and drying over anhydrous magnesium sulfate. The organic layer was concentrated under reduced pressure and the residue was subjected to silica gel column chromatography to obtain ... The reactants are COC(C)=O, COC(=O)c1ccccc1, CO. The product is COC(=O)CC(=O)c1ccccc1. Reaction SMILES: [C:11]([CH3:12])(=[O:13])[O:14][CH3:15].[C:1]([c:2]1[cH:3][cH:4][cH:5][cH:6][cH:7]1)([O:9][CH3:8])=[O:10].[CH3:16][OH:17]>>[C:1]([c:2]1[cH:3][cH:4][cH:5][cH:6][cH:7]1)(=[O:9])[CH2:12][C:11](=[O:13])[O:14][CH3:15].